From a dataset of the Open Reaction Database (ORD), a public repository of structured organic reaction records. describe an organic reaction: reactants, conditions, products, and yield Starting materials: Cl, C1COCCO1, CC(C)(C)OC(=O)N1Cc2ccc(O)cc2C1. The product is Cl, Oc1ccc2c(c1)CNC2. As a reaction SMILES: [ClH:18].[O:19]1[CH2:20][CH2:21][O:22][CH2:23][CH2:24]1.[OH:1][c:2]1[cH:3][c:4]2[c:8]([cH:9][cH:10]1)[CH2:7][N:6]([C:11]([O:12][C:13]([CH3:14])([CH3:15])[CH3:16])=[O:17])[CH2:5]2>>[ClH:18].[OH:1][c:2]1[cH:3][c:4]2[c:8]([cH:9][cH:10]1)[CH2:7][NH:6][CH2:5]2. Starting materials: C1=CC(=CC=2C3=CC=CC=C3NC12)C(=O)O (9H-carbazole-3-carboxylic acid), C(=O)([O-])[O-].[K+].[K+] (K2CO3), CI (methyl iodide). Solvent: CC(=O)C (acetone). Run at temperature 50 celsius, time 30 minute. The product is CN1C2=CC=CC=C2C=2C=C(C=CC12)C(=O)O (9-methylcarbazole-3-carboxylic acid). The yield is 87.5%. As a reaction SMILES: [CH:1]1[C:13]2[NH:12][C:11]3[C:6](=[CH:7][CH:8]=[CH:9][CH:10]=3)[C:5]=2[CH:4]=[C:3]([C:14]([OH:16])=[O:15])[CH:2]=1.[C:17]([O-])([O-])=O.[K+].[K+].CI>CC(C)=O>[CH3:17][N:12]1[C:13]2[CH:1]=[CH:2][C:3]([C:14]([OH:16])=[O:15])=[CH:4][C:5]=2[C:6]2[C:11]1=[CH:10][CH:9]=[CH:8][CH:7]=2 |f:1.2.3|. Procedure details: A mixture of 9H-carbazole-3-carboxylic acid (300 mg, 1.42 mmol), K2CO3 (800 mg) and methyl iodide (1 mL) in 25 mL of acetone was heated under reflux overnight, then cooled and evaporated in vacuo. A mixture of the resultant residue and NaOH (170 mg) in aqueous MeOH (90%, 25 mL) was stirred at 50° C. for 30 minutes. The reaction mixture was concentrated and acidified with diluted HCl. The solids were collected by filtration and dried to give the title compound (280 mg, 87%). The reactants are C, CN(C)C=O, O=C1c2ccccc2C(=O)N1CCCn1ccc2cc([N+](=O)[O-])ccc21, [Pd]. Product: Nc1ccc2c(ccn2CCCN2C(=O)c3ccccc3C2=O)c1. Reaction SMILES: [C:27].[CH3:29][N:30]([CH3:31])[CH:32]=[O:33].[N+:1]([O-:2])(=[O:3])[c:4]1[cH:5][c:6]2[cH:7][cH:8][n:9]([CH2:13][CH2:14][CH2:15][N:16]3[C:17](=[O:26])[c:18]4[c:19]([cH:22][cH:23][cH:24][cH:25]4)[C:20]3=[O:21])[c:10]2[cH:11][cH:12]1.[Pd:28]>>[NH2:1][c:4]1[cH:5][c:6]2[cH:7][cH:8][n:9]([CH2:13][CH2:14][CH2:15][N:16]3[C:17](=[O:26])[c:18]4[c:19]([cH:22][cH:23][cH:24][cH:25]4)[C:20]3=[O:21])[c:10]2[cH:11][cH:12]1. Starting materials: [Mg] (magnesium), [Mg] (magnesium), [Mg] (magnesium), N (ammonia), ice, [Mg] (magnesium), C(C)OC(C(=CC1=CC=C(C=C1)C1(CC1)CN(CCCCCCC)C(=O)OC(C)(C)C)OCC)=O (3-(4-{1-[(tert-butoxycarbonyl-heptyl-amino)-methyl]-cyclopropyl}-phenyl)-2-ethoxy-acrylic acid ethyl ester), [Mg] (magnesium). The reagents and catalysts are BrCCBr (1,2-dibromoethane). Solvent: CO (methanol). Run at time 30 minute. Yields the product COC(C(CC1=CC=C(C=C1)C1(CC1)CN(CCCCCCC)C(=O)OC(C)(C)C)OCC)=O (3-(4-{1-[(tert-butoxycarbonyl-heptyl-amino)-methyl]-cyclopropyl}-phenyl)-2-ethoxy-propionic acid methyl ester). Yield: 87.1%. RXN SMILES: [CH2:1]([O:3][C:4](=[O:35])[C:5]([O:32][CH2:33][CH3:34])=[CH:6][C:7]1[CH:12]=[CH:11][C:10]([C:13]2([CH2:16][N:17]([C:25]([O:27][C:28]([CH3:31])([CH3:30])[CH3:29])=[O:26])[CH2:18][CH2:19][CH2:20][CH2:21][CH2:22][CH2:23][CH3:24])[CH2:15][CH2:14]2)=[CH:9][CH:8]=1)C.[Mg].N>CO.BrCCBr>[CH3:1][O:3][C:4](=[O:35])[CH:5]([O:32][CH2:33][CH3:34])[CH2:6][C:7]1[CH:8]=[CH:9][C:10]([C:13]2([CH2:16][N:17]([C:25]([O:27][C:28]([CH3:30])([CH3:29])[CH3:31])=[O:26])[CH2:18][CH2:19][CH2:20][CH2:21][CH2:22][CH2:23][CH3:24])[CH2:14][CH2:15]2)=[CH:11][CH:12]=1. Procedure: To a solution of 3-(4-{1-[(tert-butoxycarbonyl-heptyl-amino)-methyl]-cyclopropyl}-phenyl)-2-ethoxy-acrylic acid ethyl ester (680 mg, 1.40 mmol) in anhydrous methanol (20 mL) in a flame dried round bottom flask under an nitrogen atmosphere was added magnesium turnings (53.50 mmol, 85 mg). After 30 min, 1,2-dibromoethane (1 drop) was added directly to the magnesium turnings via pipette, initiating H2 gas evolution from the magnesium. At this time a dry stir bar was added and the mixture was stirre... The reactants are COC(=O)COc1ccc(OCC#Cc2cc(Br)cc(C#Cc3ccc(C(F)(F)F)cc3)c2)cc1C, CCO, [Na+], [OH-]. The product is Cc1cc(OCC#Cc2cc(Br)cc(C#Cc3ccc(C(F)(F)F)cc3)c2)ccc1OCC(=O)O. Reaction SMILES: [CH3:1][O:2][C:3]([CH2:4][O:5][c:6]1[c:7]([CH3:35])[cH:8][c:9]([O:12][CH2:13][C:14]#[C:15][c:16]2[cH:17][c:18]([Br:34])[cH:19][c:20]([C:22]#[C:23][c:24]3[cH:25][cH:26][c:27]([C:30]([F:31])([F:32])[F:33])[cH:28][cH:29]3)[cH:21]2)[cH:10][cH:11]1)=[O:36].[CH3:37][CH2:38][OH:39].[Na+:41].[OH-:40]>>[O:2]=[C:3]([CH2:4][O:5][c:6]1[c:7]([CH3:35])[cH:8][c:9]([O:12][CH2:13][C:14]#[C:15][c:16]2[cH:17][c:18]([Br:34])[cH:19][c:20]([C:22]#[C:23][c:24]3[cH:25][cH:26][c:27]([C:30]([F:31])([F:32])[F:33])[cH:28][cH:29]3)[cH:21]2)[cH:10][cH:11]1)[OH:36].